This data is from the Open Reaction Database (ORD), a public repository of structured organic reaction records. The task is: describe an organic reaction: reactants, conditions, products, and yield Starting materials: [OH-].[Na+] (sodium hydroxide), ClC(=O)OCC1=CC=CC=C1 (Benzyl chloroformate), N1C(COCC1)C(=O)O (Morpholine-3-carboxylic acid), [OH-].[Na+] (sodium hydroxide), [OH-].[Na+] (NaOH). Run in O (water), O (water). Run at temperature 5 celsius, time 2 hour. The product is C(C1=CC=CC=C1)OC(=O)N1C(COCC1)C(=O)O (4-(benzyloxycarbonyl)morpholine-3-carboxylic acid). The yield is 105.2%. RXN SMILES: [NH:1]1[CH2:6][CH2:5][O:4][CH2:3][CH:2]1[C:7]([OH:9])=[O:8].[OH-].[Na+].Cl[C:13]([O:15][CH2:16][C:17]1[CH:22]=[CH:21][CH:20]=[CH:19][CH:18]=1)=[O:14]>O>[CH2:16]([O:15][C:13]([N:1]1[CH2:6][CH2:5][O:4][CH2:3][CH:2]1[C:7]([OH:9])=[O:8])=[O:14])[C:17]1[CH:22]=[CH:21][CH:20]=[CH:19][CH:18]=1 |f:1.2|. Reported procedure: Morpholine-3-carboxylic acid (10 g, 76 mmol) was dissolved in water (50 ml) and cooled to 5° C. A solution of 50% sodium hydroxide (6.10 g, 76 mmol) was added and the reaction mixture was cooled back to 5° C. An additional portion of 50% sodium hydroxide (7.93 g, 99 mmol) was then diluted to 22 mL with water and added to an addition funnel. Benzyl chloroformate (65.3 ml, 458 mmol) was added to a separate addition funnel and the two reagents were simultaneously added dropwise over about 30 minute...